Dataset: the Open Reaction Database (ORD), a public repository of structured organic reaction records. Task: describe an organic reaction: reactants, conditions, products, and yield The reactants are Cl (HCl), O1CCOCC1 (dioxane), ClC1=NC=NC2=C1C1=C(C3=CN(N=C3CC1)CCN1CCN(CC1)C)S2 (6-chloro-2-[2-(4-methylpiperazin-1-yl)ethyl]-4,5-dihydro-2H-pyrimido[5′,4′:4,5]thieno[2,3-e]indazole), ClC=1C=C(N)C=CC1N1CCOCC1 (3-chloro-4-morpholinoaniline). The solvent is C(C)(C)O (isopropanol). Reaction conditions: time 10 minute. Product: ClC=1C=C(C=CC1N1CCOCC1)NC=1N=CN=C2C1C1=C(C3=CN(N=C3CC1)CCN1CCN(CC1)C)S2 (N-(3-chloro-4-morpholin-4-ylphenyl)-2-[2-(4-methylpiperazin-1-yl)ethyl]-4,5-dihydro-2H-pyrimido[5′,4′:4,5]thieno[2,3-e]indazol-6-amine), solid. Yield: 55.0%. As a reaction SMILES: Cl[C:2]1[C:7]2[C:8]3[CH2:16][CH2:15][C:14]4[C:10](=[CH:11][N:12]([CH2:17][CH2:18][N:19]5[CH2:24][CH2:23][N:22]([CH3:25])[CH2:21][CH2:20]5)[N:13]=4)[C:9]=3[S:26][C:6]=2[N:5]=[CH:4][N:3]=1.[Cl:27][C:28]1[CH:29]=[C:30]([CH:32]=[CH:33][C:34]=1[N:35]1[CH2:40][CH2:39][O:38][CH2:37][CH2:36]1)[NH2:31].Cl.O1CCOCC1>C(O)(C)C>[Cl:27][C:28]1[CH:29]=[C:30]([NH:31][C:2]2[N:3]=[CH:4][N:5]=[C:6]3[S:26][C:9]4[C:10]5[C:14]([CH2:15][CH2:16][C:8]=4[C:7]=23)=[N:13][N:12]([CH2:17][CH2:18][N:19]2[CH2:24][CH2:23][N:22]([CH3:25])[CH2:21][CH2:20]2)[CH:11]=5)[CH:32]=[CH:33][C:34]=1[N:35]1[CH2:36][CH2:37][O:38][CH2:39][CH2:40]1. Procedure: To a suspension of 6-chloro-2-[2-(4-methylpiperazin-1-yl)ethyl]-4,5-dihydro-2H-pyrimido[5′,4′:4,5]thieno[2,3-e]indazole (50 mg, 0.13 mmol) and 3-chloro-4-morpholinoaniline (82 mg, 0.39 mmol) in isopropanol (3 mL) was added HCl in dioxane (4M, 0.26 mL, 1.03 mmol). The reaction mixture was sealed in a microwave reaction vessel and it was placed in a microwave instrument at 160° C. for 10 min. After it was cooled to room temperature, solvents were evaporated and the residue was dissolved in water/D...